From a dataset of the Open Reaction Database (ORD), a public repository of structured organic reaction records. describe an organic reaction: reactants, conditions, products, and yield Starting materials: [BH3-]C#N, CCOc1cc(CN2CCC(NC(=O)c3cccc(-c4nn[nH]n4)c3)CC2)cc(OCC)c1F, CCN(C(C)C)C(C)C, CCO, CC(=O)O, CC(C)Oc1cc(C=O)cc(OC(C)C)c1, [Na+]. The product is CC(C)Oc1cc(CN2CCC(NC(=O)c3cccc(-c4nn[nH]n4)c3)CC2)cc(OC(C)C)c1. RXN SMILES: [C:51]([BH3-:52])#[N:53].[CH2:1]([O:2][c:3]1[cH:4][c:5]([CH2:33][N:8]2[CH2:9][CH2:10][CH:11]([NH:14][C:15]([c:16]3[cH:17][c:18](-[c:22]4[n:23][n:24][nH:25][n:26]4)[cH:19][cH:20][cH:21]3)=[O:27])[CH2:12][CH2:13]2)[cH:6][c:7]([O:28][CH2:29][CH3:30])[c:31]1[F:32])[CH3:34].[CH2:55]([N:56]([CH:57]([CH3:58])[CH3:59])[CH:60]([CH3:61])[CH3:62])[CH3:63].[CH3:64][CH2:65][OH:66].[CH3:67][C:68](=[O:69])[OH:70].[CH:35]([CH3:36])([CH3:37])[O:38][c:39]1[cH:40][c:41]([CH:42]=[O:43])[cH:44][c:45]([O:47][CH:48]([CH3:49])[CH3:50])[cH:46]1.[Na+:54]>>[N:8]1([CH2:42][c:41]2[cH:40][c:39]([O:38][CH:35]([CH3:36])[CH3:37])[cH:46][c:45]([O:47][CH:48]([CH3:49])[CH3:50])[cH:44]2)[CH2:9][CH2:10][CH:11]([NH:14][C:15]([c:16]2[cH:17][c:18](-[c:22]3[n:23][n:24][nH:25][n:26]3)[cH:19][cH:20][cH:21]2)=[O:27])[CH2:12][CH2:13]1. Starting materials: O=C([O-])[O-], CCOC(C)=O, [Cs+], [Cs+], CC(C)(C#N)COS(=O)(=O)C(F)(F)F, NC1=NC2(CO1)c1cc(-c3cccnc3F)ccc1Oc1c(F)cc(O)cc12, CN(C)C=O, O. The product is CC(C)(C#N)COc1cc(F)c2c(c1)C1(COC(N)=N1)c1cc(-c3cccnc3F)ccc1O2. Reaction SMILES: [C:29](=[O:30])([O-:31])[O-:32].[CH3:55][CH2:56][O:57][C:58]([CH3:59])=[O:60].[Cs+:33].[Cs+:34].[F:40][C:41]([F:42])([F:43])[S:44]([O:45][CH2:46][C:47]([CH3:48])([CH3:49])[C:50]#[N:51])(=[O:52])=[O:53].[NH2:1][C:2]1=[N:6][C:5]2([CH2:4][O:3]1)[c:7]1[cH:8][c:9](-[c:22]3[c:23]([F:28])[n:24][cH:25][cH:26][cH:27]3)[cH:10][cH:11][c:12]1[O:13][c:14]1[c:15]([F:21])[cH:16][c:17]([OH:20])[cH:18][c:19]12.[O:35]=[CH:36][N:37]([CH3:38])[CH3:39].[OH2:54]>>[NH2:1][C:2]1=[N:6][C:5]2([CH2:4][O:3]1)[c:7]1[cH:8][c:9](-[c:22]3[c:23]([F:28])[n:24][cH:25][cH:26][cH:27]3)[cH:10][cH:11][c:12]1[O:13][c:14]1[c:15]([F:21])[cH:16][c:17]([O:20][CH2:46][C:47]([CH3:48])([CH3:49])[C:50]#[N:51])[cH:18][c:19]12. Starting materials: C(C1=CC=CC=C1)OC(=O)N[C@@H]1C(N(CC1)[C@@H]1[C@@H](C[C@@H](CC1)NC(OC(C)(C)C)=O)CSC1=CC=CC=C1)=O (tert-Butyl (1R,3R,4S)-4-((S)-3-benzyloxycarbonylamino-2-oxopyrrolidin-1-yl)-3-(phenylthiomethyl)cyclohexylcarbamate). Reagents/catalysts: [Ni] (nickel). Run in O (water), CCO (EtOH). Product: C(C1=CC=CC=C1)OC(=O)N[C@@H]1C(N(CC1)[C@@H]1[C@@H](C[C@@H](CC1)NC(OC(C)(C)C)=O)C)=O (tert-butyl (1R,3R,4S)-4-((S)-3-benzyloxycarbonylamino-2-oxopyrrolidin-1-yl)-3-methylcyclohexylcarbamate). Yield: 53.0%. Reaction SMILES: [CH2:1]([O:8][C:9]([NH:11][C@H:12]1[CH2:16][CH2:15][N:14]([C@H:17]2[CH2:22][CH2:21][C@@H:20]([NH:23][C:24](=[O:30])[O:25][C:26]([CH3:29])([CH3:28])[CH3:27])[CH2:19][C@H:18]2[CH2:31]SC2C=CC=CC=2)[C:13]1=[O:39])=[O:10])[C:2]1[CH:7]=[CH:6][CH:5]=[CH:4][CH:3]=1>CCO.O.[Ni]>[CH2:1]([O:8][C:9]([NH:11][C@H:12]1[CH2:16][CH2:15][N:14]([C@H:17]2[CH2:22][CH2:21][C@@H:20]([NH:23][C:24](=[O:30])[O:25][C:26]([CH3:27])([CH3:28])[CH3:29])[CH2:19][C@H:18]2[CH3:31])[C:13]1=[O:39])=[O:10])[C:2]1[CH:7]=[CH:6][CH:5]=[CH:4][CH:3]=1. Reported procedure: tert-Butyl (1R,3R,4S)-4-((S)-3-benzyloxycarbonylamino-2-oxopyrrolidin-1-yl)-3-(phenylthiomethyl)cyclohexylcarbamate (150 mg) was dissolved in EtOH (2 mL) prior to the addition of Raney 2800 nickel (100 mg) in water. The reaction was heated at reflux for 12 h. After cooling to rt, the reaction was concentrated. The resulting residue was purified by flash chromatography to afford tert-butyl (1R,3R,4S)-4-((S)-3-benzyloxycarbonylamino-2-oxopyrrolidin-1-yl)-3-methylcyclohexylcarbamate (64 mg). MS fou...